describe an organic reaction: reactants, conditions, products, and yield From a dataset of the Open Reaction Database (ORD), a public repository of structured organic reaction records. The reactants are FC1=C(C=C(C=C1)C=CC(=O)O)OC (3-(4-Fluoro-3-methoxy-phenyl)-acrylic acid), [H][H] (hydrogen). Reagents/catalysts: [Pd] (Pd—C). The solvent is CO (methanol), C(C)(=O)OCC (ethyl acetate). The product is FC1=C(C=C(C=C1)CCC(=O)O)OC (3-(4-Fluoro-3-methoxy-phenyl)-propionic acid). Yield: 99.0%. Reaction SMILES: [F:1][C:2]1[CH:7]=[CH:6][C:5]([CH:8]=[CH:9][C:10]([OH:12])=[O:11])=[CH:4][C:3]=1[O:13][CH3:14].[H][H]>C(OCC)(=O)C.CO.[Pd]>[F:1][C:2]1[CH:7]=[CH:6][C:5]([CH2:8][CH2:9][C:10]([OH:12])=[O:11])=[CH:4][C:3]=1[O:13][CH3:14]. Procedure details: 3-(4-Fluoro-3-methoxy-phenyl)-acrylic acid (6.2 g, 31.6 mmol) and Pd—C (10%, 620 mg) in ethyl acetate and methanol (1:1, 400 ml) was placed in a Parr apparatus. After the appropriate amount of hydrogen was taken up, the catalyst was filtered and the filtrate was concentrated in vacuo to give 6.2 g white solid (99% yield). LC-MS: m/e 197 (M−1) The reactants are NC1=NC(=CC(=[N+]1[O-])N)NCCC1=CC=CC=C1 (2,4-diamino-6-(benzylmethylamino)pyrimidine-3-oxide), ClS(=O)(=O)O (chlorosulfonic acid), C(C)(C)N(CC)C(C)C (di-isopropylethylamine). Solvent: C(Cl)(Cl)Cl (chloroform). Run at time 8 hour. The product is [OH-].NC1=[N+](C(=CC(=N1)NCCC1=CC=CC=C1)N)OS(=O)(=O)O (2,6-diamino-4-(benzylmethylamino)-1-(sulfooxy)-pyrimidinium hydroxide). Reaction SMILES: [NH2:1][C:2]1[N+:7]([O-:8])=[C:6]([NH2:9])[CH:5]=[C:4]([NH:10][CH2:11][CH2:12][C:13]2[CH:18]=[CH:17][CH:16]=[CH:15][CH:14]=2)[N:3]=1.Cl[S:20]([OH:23])(=[O:22])=[O:21].C(N(C(C)C)CC)(C)C>C(Cl)(Cl)Cl>[OH-:8].[NH2:1][C:2]1[N:3]=[C:4]([NH:10][CH2:11][CH2:12][C:13]2[CH:18]=[CH:17][CH:16]=[CH:15][CH:14]=2)[CH:5]=[C:6]([NH2:9])[N+:7]=1[O:8][S:20]([OH:23])(=[O:22])=[O:21] |f:4.5|. Procedure: A mixture of 1.00 gm of 2,4-diamino-6-(benzylmethylamino)pyrimidine-3-oxide, 1.15 grams of chlorosulfonic acid and 2.50 grams of di-isopropylethylamine in 25 mls of chloroform is stirred overnight. The mixture is concentrated in vacuo. The residue is stirred with aqueous sodium bicarbonate, filtered, and washed with ether to give 2,6-diamino-4-(benzylmethylamino)-1-(sulfooxy)-pyrimidinium hydroxide, inner salt. Reactants: O (water), BrC1=CC=CC2=C(C=CC=C12)O (1-bromo-5-hydroxy-naphthalene), C(=O)([O-])[O-].[K+].[K+] (K2CO3), S(=O)(=O)(OC)OC (dimethyl sulfate). Reagents/catalysts: [Cl-].C(CCC)[N+](CCCC)(CCCC)CCCC (tetrabutylammonium chloride). Run in CC#N (MeCN). Product: BrC1=CC=CC2=C(C=CC=C12)OC (1-bromo-5-methoxy-naphthalene). The yield is 63.3%. As a reaction SMILES: [Br:1][C:2]1[C:11]2[C:6](=[C:7]([OH:12])[CH:8]=[CH:9][CH:10]=2)[CH:5]=[CH:4][CH:3]=1.[C:13]([O-])([O-])=O.[K+].[K+].S(OC)(OC)(=O)=O.O>[Cl-].C([N+](CCCC)(CCCC)CCCC)CCC.CC#N>[Br:1][C:2]1[C:11]2[C:6](=[C:7]([O:12][CH3:13])[CH:8]=[CH:9][CH:10]=2)[CH:5]=[CH:4][CH:3]=1 |f:1.2.3,6.7|. Procedure: A suspension of 1-bromo-5-hydroxy-naphthalene (1.56 g, 7.0 mmol, prepared according to patent WO0146181), K2CO3 (1.45 g, 10.5 mmol), tetrabutylammonium chloride (15 mg, 0.05 mmol) and dimethyl sulfate (1.32 ml, 10.5 mmol) in MeCN was refluxed for 1 hour. After the addition of water, the aqueous phase was extracted three times with CH2Cl2. The combined organic layers were washed with water, dried over MgSO4, filtered and the solvent was removed under reduced to provide 1-bromo-5-methoxy-naphthale... Reactants: CC(=O)c1cccc(Br)c1, [BH3-]C#N, CC(=O)[O-], CO, [NH4+], [Na+]. Product: CC(N)c1cccc(Br)c1. RXN SMILES: [Br:1][c:2]1[cH:3][c:4]([C:8]([CH3:9])=[O:10])[cH:5][cH:6][cH:7]1.[C:16](#[N:17])[BH3-:18].[CH3:12][C:13](=[O:14])[O-:15].[CH3:20][OH:21].[NH4+:11].[Na+:19]>>[Br:1][c:2]1[cH:3][c:4]([CH:8]([CH3:9])[NH2:17])[cH:5][cH:6][cH:7]1. Starting materials: C1=CC(=CC(=C1)Cl)C(=O)OO (m-CPBA), C1=CC(=CC(=C1)Cl)C(=O)OO (m-CPBA), ice, ClC1=C(C(=CC=C1)F)C=1SC=2C=NC=C(C2N1)F (2-(2-chloro-6-fluorophenyl)-7-fluorothiazolo[5,4-c]pyridine). Run in C(Cl)Cl (DCM), C(Cl)Cl (DCM). Conditions: temperature 5 celsius, time 1 hour. The product is ClC1=C(C(=CC=C1)F)C=1SC=2C=[N+](C=C(C2N1)F)[O-] (2-(2-Chloro-6-fluorophenyl)-7-fluorothiazolo[5,4-c]pyridine 5-oxide). The yield is 73.3%. Reaction SMILES: [Cl:1][C:2]1[CH:7]=[CH:6][CH:5]=[C:4]([F:8])[C:3]=1[C:9]1[S:10][C:11]2[CH:12]=[N:13][CH:14]=[C:15]([F:18])[C:16]=2[N:17]=1.C1C=C(Cl)C=C(C(OO)=[O:27])C=1>C(Cl)Cl>[Cl:1][C:2]1[CH:7]=[CH:6][CH:5]=[C:4]([F:8])[C:3]=1[C:9]1[S:10][C:11]2[CH:12]=[N+:13]([O-:27])[CH:14]=[C:15]([F:18])[C:16]=2[N:17]=1. Reported procedure: To an ice-cooled solution of 2-(2-chloro-6-fluorophenyl)-7-fluorothiazolo[5,4-c]pyridine (4.0 g, 14.16 mmol) in DCM (50 mL) was added m-CPBA (4.82 g, 0.028 mol) and the mixture was stirred at 5° C. for 1 hour. Additional m-CPBA (4.82 g, 28.0 mmol) was added and stirring at room temperature was continued for 18 hours. The suspension was diluted with DCM (50 mL) and washed with a potassium carbonate solution (100 mL). The aqueous phase was extracted with DCM (2×50 mL) and the combined organic laye... The reactants are CC(=O)Cl, [Cl-], CCO[Si](C)(OCC)c1cccc(C(F)(F)C(F)(F)OC(F)(F)F)c1. Yields the product C[Si](Cl)(Cl)c1cccc(C(F)(F)C(F)(F)OC(F)(F)F)c1. As a reaction SMILES: [CH3:27][C:28]([Cl:29])=[O:30].[Cl-:26].[F:1][C:2]([C:3]([O:4][C:5]([F:6])([F:7])[F:8])([F:9])[F:10])([c:11]1[cH:12][c:13]([Si:17]([O:18][CH2:19][CH3:20])([O:21][CH2:22][CH3:23])[CH3:24])[cH:14][cH:15][cH:16]1)[F:25]>>[F:1][C:2]([C:3]([O:4][C:5]([F:6])([F:7])[F:8])([F:9])[F:10])([c:11]1[cH:12][c:13]([Si:17]([CH3:24])([Cl:26])[Cl:29])[cH:14][cH:15][cH:16]1)[F:25]. Starting materials: [Br-], O=CCCCc1ccc(-c2ccc(Br)cc2)nc1, COC(C)(C)C, C[P+](c1ccccc1)(c1ccccc1)c1ccccc1. The product is C=CCCCc1ccc(-c2ccc(Br)cc2)nc1. As a reaction SMILES: [Br-:25].[Br:1][c:2]1[cH:3][cH:4][c:5](-[c:8]2[n:9][cH:10][c:11]([CH2:14][CH2:15][CH2:16][CH:17]=[O:18])[cH:12][cH:13]2)[cH:6][cH:7]1.[CH3:19][O:20][C:21]([CH3:22])([CH3:23])[CH3:24].[CH3:26][P+:27]([c:28]1[cH:29][cH:30][cH:31][cH:32][cH:33]1)([c:34]1[cH:35][cH:36][cH:37][cH:38][cH:39]1)[c:40]1[cH:41][cH:42][cH:43][cH:44][cH:45]1>>[Br:1][c:2]1[cH:3][cH:4][c:5](-[c:8]2[n:9][cH:10][c:11]([CH2:14][CH2:15][CH2:16][CH:17]=[CH2:19])[cH:12][cH:13]2)[cH:6][cH:7]1. The reactants are CC(C)(C)S(=O)NC(CO)(c1cc(Br)ccc1F)C(F)F, CC(C)O, ClCCl, Cl. The product is NC(CO)(c1cc(Br)ccc1F)C(F)F, Cl. Reaction SMILES: [Br:1][c:2]1[cH:3][cH:4][c:5]([F:21])[c:6]([C:8]([CH:9]([F:10])[F:11])([CH2:12][OH:13])[NH:14][S:15]([C:16]([CH3:17])([CH3:18])[CH3:19])=[O:20])[cH:7]1.[CH:23]([OH:24])([CH3:25])[CH3:26].[Cl:27][CH2:28][Cl:29].[ClH:22]>>[Br:1][c:2]1[cH:3][cH:4][c:5]([F:21])[c:6]([C:8]([CH:9]([F:10])[F:11])([CH2:12][OH:13])[NH2:14])[cH:7]1.[ClH:22].